From a dataset of the Open Reaction Database (ORD), a public repository of structured organic reaction records. describe an organic reaction: reactants, conditions, products, and yield Starting materials: FC1=CC2=C(C(=NO2)C2CCN(CC2)C(CO)CC)C=C1 (2-[4-(6-fluoro-1,2-benzisoxazol-3-yl)-1-piperidinyl]butanol), C1(C=2C(C(N1)=O)=CC=CC2)=O (phthalimide), C1(=CC=CC=C1)P(C1=CC=CC=C1)C1=CC=CC=C1 (triphenylphosphine). Solvent: C1CCOC1 (THF), C1CCOC1 (THF), CCOCC (ether). Reaction conditions: time 24 hour. Yields the product FC1=CC2=C(C(=NO2)C2CCN(CC2)C(CN2C(C=3C(C2=O)=CC=CC3)=O)CC)C=C1 (N-[2-[4-(6-Fluoro-1,2-benzisoxazol-3-yl)-1-piperidinyl]butyl]phthalimide). The yield is 7.6%. Reaction SMILES: [F:1][C:2]1[CH:21]=[CH:20][C:5]2[C:6]([CH:9]3[CH2:14][CH2:13][N:12]([CH:15]([CH2:18][CH3:19])[CH2:16]O)[CH2:11][CH2:10]3)=[N:7][O:8][C:4]=2[CH:3]=1.[C:22]1(=[O:32])[NH:26][C:25](=[O:27])[C:24]2=[CH:28][CH:29]=[CH:30][CH:31]=[C:23]12.C1(P(C2C=CC=CC=2)C2C=CC=CC=2)C=CC=CC=1>C1COCC1.CCOCC>[F:1][C:2]1[CH:21]=[CH:20][C:5]2[C:6]([CH:9]3[CH2:14][CH2:13][N:12]([CH:15]([CH2:18][CH3:19])[CH2:16][N:26]4[C:25](=[O:27])[C:24]5=[CH:28][CH:29]=[CH:30][CH:31]=[C:23]5[C:22]4=[O:32])[CH2:11][CH2:10]3)=[N:7][O:8][C:4]=2[CH:3]=1. Procedure: A solution of diethyl azodicarhoxylate (DEAD, 4.9 g, 28.3 mmol) in THF (50 ml) was added dropwise to a solution of 2-[4-(6-fluoro-1,2-benzisoxazol-3-yl)-1-piperidinyl]butanol (6.9 g, 23.6 mmol), phthalimide (4.16 g, 1.2 eq), and triphenylphosphine (7.4 g, 28.3 mmol) in THF (200 ml) at room temperature. The solution was stirred at room temperature for 24 hours. After the reaction, the solvent was stripped to dryness. The residue was stirred in ether (200 ml) and the insolubles were removed by fil... Starting materials: N1=CC=C(C=C1)SCC1=C([N+](=C2C=CC=CC2=[N+]1[O-])[O-])C(=O)OC (Methyl 3-[(4-pyridyl)-thiomethyl]-2-quinoxalinecarboxylate-1,4-dioxide), ClC1=CC(=CC=C1)C(=O)OO (m-chloroperbenzoic acid). The solvent is C(Cl)(Cl)Cl (chloroform), C(Cl)(Cl)Cl (chloroform). Product: N1=CC=C(C=C1)S(=O)CC1=C([N+](=C2C=CC=CC2=[N+]1[O-])[O-])C(=O)OC (Methyl 3-[(4-pyridyl)-sulfinylmethyl]-2-quinoxalinecarboxylate-1,4-dioxide). Reaction SMILES: [N:1]1[CH:6]=[CH:5][C:4]([S:7][CH2:8][C:9]2[N+:18]([O-:19])=[C:17]3[C:12]([CH:13]=[CH:14][CH:15]=[CH:16]3)=[N+:11]([O-:20])[C:10]=2[C:21]([O:23][CH3:24])=[O:22])=[CH:3][CH:2]=1.ClC1C=CC=C(C(OO)=[O:33])C=1>C(Cl)(Cl)Cl>[N:1]1[CH:6]=[CH:5][C:4]([S:7]([CH2:8][C:9]2[N+:18]([O-:19])=[C:17]3[C:12]([CH:13]=[CH:14][CH:15]=[CH:16]3)=[N+:11]([O-:20])[C:10]=2[C:21]([O:23][CH3:24])=[O:22])=[O:33])=[CH:3][CH:2]=1. Procedure details: Methyl 3-[(4-pyridyl)-thiomethyl]-2-quinoxalinecarboxylate-1,4-dioxide (0.03 moles) in 120 ml of chloroform was treated dropwise with m-chloroperbenzoic acid (0.03 moles) in 80 ml of chloroform at 0°-5° C. The solution after 2 hours was washed with 5% NaHCO3 solution (3 × 200 ml), water (1 × 60 ml) and then dried over sodium sulfate. The chloroform solution was concentrated to a small volume and added with stirring to 300 ml of ether to precipitate the desired product. Yield, 10.1 grams (94%); m... Starting materials: CCCNc1ncnc2c(N3CCS(=O)CC3)nc(Cl)nc12, NCCO. The product is CCCNc1ncnc2c(N3CCS(=O)CC3)nc(NCCO)nc12. As a reaction SMILES: [Cl:1][c:2]1[n:3][c:4]([N:16]2[CH2:17][CH2:18][S:19](=[O:22])[CH2:20][CH2:21]2)[c:5]2[c:6]([n:7]1)[c:8]([NH:12][CH2:13][CH2:14][CH3:15])[n:9][cH:10][n:11]2.[OH:23][CH2:24][CH2:25][NH2:26]>>[c:2]1([NH:26][CH2:25][CH2:24][OH:23])[n:3][c:4]([N:16]2[CH2:17][CH2:18][S:19](=[O:22])[CH2:20][CH2:21]2)[c:5]2[c:6]([n:7]1)[c:8]([NH:12][CH2:13][CH2:14][CH3:15])[n:9][cH:10][n:11]2. Starting materials: S(N)(=O)(=O)NC1=C(CCC1)C#N (2-sulfamoylaminocyclopent-1-enecarbonitrile), [OH-].[Na+] (NaOH), Cl (HCl), resultant solution. The solvent is CCO (EtOH). Run at time 4 hour. The product is N1S(N=C(C2=C1CCC2)N)(=O)=O (1,5,6,7-tetrahydrocyclopenta[c][1,2,6]thiadiazin-4-amine-2,2-dioxide). Reaction SMILES: [S:1]([NH:5][C:6]1[CH2:10][CH2:9][CH2:8][C:7]=1[C:11]#[N:12])(=[O:4])(=[O:3])[NH2:2].[OH-].[Na+].Cl>CCO>[NH:5]1[C:6]2[CH2:10][CH2:9][CH2:8][C:7]=2[C:11]([NH2:12])=[N:2][S:1]1(=[O:4])=[O:3] |f:1.2|. Procedure details: A solution of 2-sulfamoylaminocyclopent-1-enecarbonitrile (Example 107a) (108 mg, 0.57 mmol) in EtOH was treated with NaOH (2.0 N, 0.5 mL), and the resultant solution was heated to 100° C. and stirred at that temperature for 4 h. After it was cooled down to room temperature, the reaction solution was carefully neutralized with 2N HCl while it was vigorously stirred at 0° C. The reaction solution was dried down under vacuum, and the residue was purified by chromatography on silica gel eluting wit...